Dataset: the Open Reaction Database (ORD), a public repository of structured organic reaction records. Task: describe an organic reaction: reactants, conditions, products, and yield The reactants are NC=1C=C(CSC2=C(C=C(C=C2)Cl)NS(=O)(=O)C=2OC3=C(C2)C=CC=C3)C=CC1 (N-{2-[(3-aminobenzyl)sulfanyl]-5-chlorophenyl}-1-benzofuran-2-sulfonamide), C(C)(=O)Cl (acetyl chloride), N1=CC=CC=C1 (pyridine). The reagents and catalysts are CN(C)C=1C=CN=CC1 (DMAP). Solvent: C(Cl)Cl (CH2Cl2), Cl (HCl). Reaction conditions: time 2 hour. The product is O1C(=CC2=C1C=CC=C2)S(=O)(=O)NC2=C(C=CC(=C2)Cl)SCC=2C=C(C=CC2)NC(C)=O (N-{3-[({2-[(1-benzofuran-2-ylsulfonyl)amino]-4-chlorophenyl}sulfanyl)methyl]phenyl}acetamide). Isolated yield 75.3%. Reaction SMILES: [NH2:1][C:2]1[CH:3]=[C:4]([CH:27]=[CH:28][CH:29]=1)[CH2:5][S:6][C:7]1[CH:12]=[CH:11][C:10]([Cl:13])=[CH:9][C:8]=1[NH:14][S:15]([C:18]1[O:19][C:20]2[CH:26]=[CH:25][CH:24]=[CH:23][C:21]=2[CH:22]=1)(=[O:17])=[O:16].[C:30](Cl)(=[O:32])[CH3:31].N1C=CC=CC=1>C(Cl)Cl.CN(C1C=CN=CC=1)C.Cl>[O:19]1[C:20]2[CH:26]=[CH:25][CH:24]=[CH:23][C:21]=2[CH:22]=[C:18]1[S:15]([NH:14][C:8]1[CH:9]=[C:10]([Cl:13])[CH:11]=[CH:12][C:7]=1[S:6][CH2:5][C:4]1[CH:3]=[C:2]([NH:1][C:30](=[O:32])[CH3:31])[CH:29]=[CH:28][CH:27]=1)(=[O:17])=[O:16]. Reported procedure: To a solution of N-{2-[(3-aminobenzyl)sulfanyl]-5-chlorophenyl}-1-benzofuran-2-sulfonamide (440 mg, 0.90 mmol) in CH2Cl2 (10 ml) was added acetyl chloride (71 μl, 0.99 mmol), pyridine (180 μl, 2.25 mmol), and catalytic amount of DMAP. The reaction was stirred at room temperature for 2 hours, diluted with 1M HCl, and extracted with CH2Cl2. The organic layer was dried over Na2SO4, and concentrated in vacuo. The residue was purified by flash column chromatography on silica gel (5-10% EtOAc in hexan... The reactants are Cl.C(C)O (hydrogen chloride ethanol), C(C)(C)(C)OC(=O)N1CCN(CC1)C1=CC(=C(C=C1)\C=C\C1=NNC2=CC=CC=C12)NC(=O)C=1SC=CC1C ((E)-4-{4-[2-(1H-indazol-3-yl)vinyl]-3-[(3-methylthiophene-2-carbonyl)amino]phenyl}piperazine-1-carboxylic acid tert-butyl ester), [OH-].[Na+] (sodium hydroxide). Solvent: C(C)O (ethanol). Run at time 1 hour. The product is N1N=C(C2=CC=CC=C12)/C=C/C1=C(C=C(C=C1)N1CCNCC1)NC(=O)C=1SC=CC1C ((E)-N-{2-[2-(1H-indazol-3-yl)vinyl]-5-piperazin-1-ylphenyl}-3-methylthiophene-2-carboxamide). The yield is 55.1%. As a reaction SMILES: C(OC([N:8]1[CH2:13][CH2:12][N:11]([C:14]2[CH:19]=[CH:18][C:17](/[CH:20]=[CH:21]/[C:22]3[C:30]4[C:25](=[CH:26][CH:27]=[CH:28][CH:29]=4)[NH:24][N:23]=3)=[C:16]([NH:31][C:32]([C:34]3[S:35][CH:36]=[CH:37][C:38]=3[CH3:39])=[O:33])[CH:15]=2)[CH2:10][CH2:9]1)=O)(C)(C)C.Cl.C(O)C.[OH-].[Na+]>C(O)C>[NH:24]1[C:25]2[C:30](=[CH:29][CH:28]=[CH:27][CH:26]=2)[C:22](/[CH:21]=[CH:20]/[C:17]2[CH:18]=[CH:19][C:14]([N:11]3[CH2:12][CH2:13][NH:8][CH2:9][CH2:10]3)=[CH:15][C:16]=2[NH:31][C:32]([C:34]2[S:35][CH:36]=[CH:37][C:38]=2[CH3:39])=[O:33])=[N:23]1 |f:1.2,3.4|. Reported procedure: (E)-4-{4-[2-(1H-indazol-3-yl)vinyl]-3-[(3-methylthiophene-2-carbonyl)amino]phenyl}piperazine-1-carboxylic acid tert-butyl ester (51 mg, 0.09 mmol) obtained in Step 4 was dissolved in ethanol (2.0 ml) and the solution was added with 1 mol/L hydrogen chloride-ethanol solution (1.0 mL), followed by stirring for 1 hour. To the reaction mixture under ice-cooling, 6 mol/L aqueous sodium hydroxide solution was added to neutralize the mixture. Then the mixture was filtered. The filtrate was added with s...